Dataset: the Open Reaction Database (ORD), a public repository of structured organic reaction records. Task: describe an organic reaction: reactants, conditions, products, and yield Reaction SMILES: [C:1](=[O:2])([OH:3])[CH:4]([CH2:5][CH:6]=[CH2:7])[CH:8]1[O:9][C:10]([CH3:14])([CH3:15])[O:11][C:12]1=[O:13].[CH3:27][N:28]([CH2:29][CH2:30][CH2:31][N:32]=[C:33]=[N:34][CH2:35][CH3:36])[CH3:37].[CH:56]([N:57]([CH:58]([CH3:59])[CH3:60])[CH2:61][CH3:62])([CH3:63])[CH3:64].[Cl:65][CH2:66][Cl:67].[ClH:26].[ClH:38].[NH2:39][CH:40]([C:41](=[O:42])[NH:43][CH:44]([CH3:45])[c:46]1[cH:47][cH:48][cH:49][cH:50][cH:51]1)[C:52]([CH3:53])([CH3:54])[CH3:55].[OH:16][n:17]1[c:18]2[n:19][cH:20][cH:21][cH:22][c:23]2[n:24][n:25]1>>[C:1](=[O:3])([CH:4]([CH2:5][CH:6]=[CH2:7])[CH:8]1[O:9][C:10]([CH3:14])([CH3:15])[O:11][C:12]1=[O:13])[NH:39][CH:40]([C:41](=[O:42])[NH:43][CH:44]([CH3:45])[c:46]1[cH:47][cH:48][cH:49][cH:50][cH:51]1)[C:52]([CH3:53])([CH3:54])[CH3:55]. The product is C=CCC(C(=O)NC(C(=O)NC(C)c1ccccc1)C(C)(C)C)C1OC(C)(C)OC1=O. Reactants: C=CCC(C(=O)O)C1OC(C)(C)OC1=O, CCN=C=NCCCN(C)C, CCN(C(C)C)C(C)C, ClCCl, Cl, Cl, CC(NC(=O)C(N)C(C)(C)C)c1ccccc1, On1nnc2cccnc21. Reactants: [H-].[Na+] (sodium hydride), [Cl-].[NH4+] (ammonium chloride), ClC1=CC(=NC=N1)N1[C@H](CCC[C@@H](C1)C)C (1-(6-chloropyrimidin-4-yl)-trans-2,6-dimethyl hexahydro-1H-azepine), C(C#CC)O (2-butyn-1-ol). Solvent: O1CCCC1 (tetrahydrofuran), O1CCCC1 (tetrahydrofuran), O1CCCC1 (tetrahydrofuran). Conditions: time 10 minute. The product is C(C#CC)OC1=CC(=NC=N1)N1[C@H](CCC[C@@H](C1)C)C (1-(6-(2-butynyloxy) pyrimidin-4-yl)-trans-2,6-dimethyl-hexahydro-1H-azepine). Isolated yield 73.1%. Reaction SMILES: [H-].[Na+].[CH2:3]([OH:7])[C:4]#[C:5][CH3:6].Cl[C:9]1[N:14]=[CH:13][N:12]=[C:11]([N:15]2[CH2:21][C@@H:20]([CH3:22])[CH2:19][CH2:18][CH2:17][C@@H:16]2[CH3:23])[CH:10]=1.[Cl-].[NH4+]>O1CCCC1>[CH2:3]([O:7][C:9]1[N:14]=[CH:13][N:12]=[C:11]([N:15]2[CH2:21][C@@H:20]([CH3:22])[CH2:19][CH2:18][CH2:17][C@@H:16]2[CH3:23])[CH:10]=1)[C:4]#[C:5][CH3:6] |f:0.1,4.5|. Procedure: 0.10 g of sodium hydride (60% oil suspension) was suspended in 3 ml of tetrahydrofuran. 0.5 ml of tetrahydrofuran solution of 0.16 g of 2-butyn-1-ol was added dropwise at room temperature therein, and the mixture was stirred for 10 minutes. Into the mixture was added dropwise 0.5 ml of tetrahydrofuran solution of 0.30 g of 1-(6-chloropyrimidin-4-yl)-trans-2,6-dimethyl hexahydro-1H-azepine at room temperature, and stirred for 5 hours at 60° C. After the reaction mixture was cooled to near room te... Starting materials: [Cu].S(=O)(=O)([O-])[O-] (copper sulfate), solution 10, [Cu].N.S(=O)(=O)([O-])[O-] (copper ammonia sulfate), N (ammonia), N (ammonia), N (ammonia), N (ammonia), [NH2-].[NH2-].[NH2-].[NH2-].OS(=O)(=O)O.[Cu+2] (copper ammine sulfate), N (ammonia). Product: [NH2-].[NH2-].[NH2-].[NH2-].OS(=O)(=O)O.[Cu+2] (copper ammine sulfate), [NH4+].[OH-] (NH4OH). As a reaction SMILES: [Cu:1].[S:2]([O-:6])([O-:5])(=[O:4])=[O:3].[Cu].[NH3:8].S([O-])([O-])(=O)=[O:10].N.[NH2-].[NH2-].[NH2-].[NH2-].OS(O)(=O)=O.[Cu+2]>>[NH2-:8].[NH2-:8].[NH2-:8].[NH2-:8].[OH:5][S:2]([OH:6])(=[O:4])=[O:3].[Cu+2:1].[NH4+:8].[OH-:10] |f:0.1,2.3.4,6.7.8.9.10.11,12.13.14.15.16.17,18.19|. Reported procedure: For the preferred copper-sulfate system, the leach solution 10 containing dissolved copper-ammonia-sulfate is next ammoniated or pressurized with ammonia (E) or aqueous ammonia which can be recycled 11 and 16 from subsequent steps. It has been unexpectedly discovered that the mineral values, which were dissolved as a complex with ammonia, precipitate as a complex when pressurized with ammonia. The soluble complex copper ammine sulfate solution enters a low pressure ammoniator (Step E) where ammo... Reactants: Cl (HCl), BrC1=C(C=CC(=C1)C(C(=O)OC(C)(C)C)C)NCC1=C(C(=O)OC)C=CC=C1 (methyl 2-((2-bromo-4-(1-tert-butoxy-1-oxopropan-2-yl)phenylamino)methyl)benzoate), [OH-].[Li+] (lithium hydroxide), O1CCCC1 (tetrahydrofuran). Procedure: A mixture of methyl 2-((2-bromo-4-(1-tert-butoxy-1-oxopropan-2-yl)phenylamino)methyl)benzoate (4.57 g, 10.2 mmol), lithium hydroxide (0.733 g, 30.6 mmol), tetrahydrofuran (100 mL), methanol (20 mL), and water (30 mL) was stirred overnight. The mixture was poured into water (200 mL) and the whole was acidified with 2 N HCl. The mixture was then extracted with ethyl acetate (150 mL) and the organic layer was washed with brine (100 mL), dried over sodium sulfate, and filtered. Evaporation of the so... The solvent is O (water), O (water), CO (methanol). Yield: 99.3%. Yields the product BrC1=C(C=CC(=C1)C(C(=O)OC(C)(C)C)C)NCC1=C(C(=O)O)C=CC=C1 (2-((2-bromo-4-(1-tert-butoxy-1-oxopropan-2-yl)phenylamino)methyl)benzoic acid). Run at time 8 hour. RXN SMILES: [Br:1][C:2]1[CH:7]=[C:6]([CH:8]([CH3:16])[C:9]([O:11][C:12]([CH3:15])([CH3:14])[CH3:13])=[O:10])[CH:5]=[CH:4][C:3]=1[NH:17][CH2:18][C:19]1[CH:28]=[CH:27][CH:26]=[CH:25][C:20]=1[C:21]([O:23]C)=[O:22].[OH-].[Li+].O1CCCC1.Cl>O.CO>[Br:1][C:2]1[CH:7]=[C:6]([CH:8]([CH3:16])[C:9]([O:11][C:12]([CH3:13])([CH3:14])[CH3:15])=[O:10])[CH:5]=[CH:4][C:3]=1[NH:17][CH2:18][C:19]1[CH:28]=[CH:27][CH:26]=[CH:25][C:20]=1[C:21]([OH:23])=[O:22] |f:1.2|. Starting materials: Cl.NO (hydroxylamine hydrochloride), Cl.NO (Hydroxylamine hydrochloride), C([O-])(O)=O.[Na+] (sodium bicarbonate), OCC=1NC2=CC=C(C=C2C1)C#N (2-(hydroxymethyl)-1H-indole-5-carbonitrile), C([O-])(O)=O.[Na+] (sodium bicarbonate). Solvent: CCO (EtOH). Conditions: temperature 50 celsius, time 24 hour. The product is ONC(=N)C=1C=C2C=C(NC2=CC1)CO (N-Hydroxy-2-(hydroxymethyl)-1H-indole-5-carboximidamide). Yield: 83.9%. RXN SMILES: Cl.[NH2:2][OH:3].C(=O)(O)[O-].[Na+].[OH:9][CH2:10][C:11]1[NH:12][C:13]2[C:18]([CH:19]=1)=[CH:17][C:16]([C:20]#[N:21])=[CH:15][CH:14]=2>CCO>[OH:3][NH:2][C:20]([C:16]1[CH:17]=[C:18]2[C:13](=[CH:14][CH:15]=1)[NH:12][C:11]([CH2:10][OH:9])=[CH:19]2)=[NH:21] |f:0.1,2.3|. Procedure: Hydroxylamine hydrochloride (243 mg) and sodium bicarbonate (586 mg) was added to a solution of 2-(hydroxymethyl)-1H-indole-5-carbonitrile (D24) (300 mg) in EtOH (20 mL), in that sequence. The reaction mixture was heated to 50° C. and stirred for 24 hours at that temperature. Another portion of hydroxylamine hydrochloride (100 mg) was added, followed by addition of sodium bicarbonate (220 mg). The resulting suspension was stirred at 50° C. for 7 hours. The inorganics was filtered off. The filtra...